Task: describe an organic reaction: reactants, conditions, products, and yield. Dataset: the Open Reaction Database (ORD), a public repository of structured organic reaction records The reactants are C1(CC1)C=1N=C(SC1)NC(=O)C1=NC(=CC=C1N)C (3-Amino-6-methyl-pyridine-2-carboxylic acid (4-cyclopropyl-thiazol-2-yl)-amide), BrC=1C=NC=NC1 (5-Bromopyrimidine). Reagents/catalysts: [Pd] (Palladium). Product: C1(CC1)C=1N=C(SC1)NC(=O)C1=NC(=CC=C1NC=1C=NC=NC1)C (6-Methyl-3-(pyrimidin-5-ylamino)-pyridine-2-carboxylic acid (4-cyclopropyl-thiazol-2-yl)-amide). RXN SMILES: [CH:1]1([C:4]2[N:5]=[C:6]([NH:9][C:10]([C:12]3[C:17]([NH2:18])=[CH:16][CH:15]=[C:14]([CH3:19])[N:13]=3)=[O:11])[S:7][CH:8]=2)[CH2:3][CH2:2]1.Br[C:21]1[CH:22]=[N:23][CH:24]=[N:25][CH:26]=1>[Pd]>[CH:1]1([C:4]2[N:5]=[C:6]([NH:9][C:10]([C:12]3[C:17]([NH:18][C:21]4[CH:22]=[N:23][CH:24]=[N:25][CH:26]=4)=[CH:16][CH:15]=[C:14]([CH3:19])[N:13]=3)=[O:11])[S:7][CH:8]=2)[CH2:2][CH2:3]1. Procedure: The tide compound was prepared from 3-tert-Butoxy-carbonylamino-6-methyl-pyridine-2-carboxylic acid methyl ester in accordance with the general method of example 4; step 2 using 4-Cyclopropyl-thiazol-2-ylamine instead of 2-chloro-4-aminopyridine to yield [2-(4-Cyclopropyl-thiazol-2-ylcarbamoyl)-6-methyl-pyridin-3-yl]-carbamic acid tert-butyl ester as a yellow solid, MS (ISP): m/e=375.4 (M+H+). Boc-deprotection as described in example 4 step 3 yielded 3-Amino-6-methyl-pyridine-2-carboxylic acid (... Solvent: CCCCCC (hexane), CCOCC (ether). Product: CN(CCCC1C2=C(SC3=C(S1)C=CC=C3)C=CC=C2)C (11-(3-Dimethylaminopropyl)-11H-dibenzo(b,e)-1,4-dithiepin). RXN SMILES: CN(C)C[CH2:4][CH:5]1[S:11][C:10]2[CH:12]=[CH:13][CH:14]=[CH:15][C:9]=2[S:8][C:7]2[CH:16]=[CH:17][CH:18]=[CH:19][C:6]1=2.C([Li])CCC.[CH3:26][N:27]([CH3:32])[CH2:28][CH2:29]CCl>CCOCC.CCCCCC>[CH3:26][N:27]([CH3:32])[CH2:28][CH2:29][CH2:4][CH:5]1[S:11][C:10]2[CH:12]=[CH:13][CH:14]=[CH:15][C:9]=2[S:8][C:7]2[CH:16]=[CH:17][CH:18]=[CH:19][C:6]1=2. The reactants are C(CCC)[Li] (n-butyllithium), CN(CCC1C2=C(SC3=C(S1)C=CC=C3)C=CC=C2)C (11-(2-Dimethylaminoethyl)-11H-dibenzo(b,e)-1,4-dithiepin), CN(CCCCl)C (3-dimethylaminopropyl chloride). Reaction conditions: time 30 minute. Procedure: A solution of 3.10 g 11H-dibenzo(b,e)-1,4-dithiepin (of example 14, reference given) in 50 ml of ether was stirred and treated dropwise with 10 ml of 15% n-butyllithium solution in hexane for 15 minutes in a nitrogen atmosphere. The mixture was stirred for another 30 minutes at room temperature. It was then treated dropwise with 10 ml of 3-dimethylaminopropyl chloride, the mixture stirred for 4 hours and washed with water. The basic product was then extracted with dilute hydrochloric acid, the a...